From a dataset of the Open Reaction Database (ORD), a public repository of structured organic reaction records. describe an organic reaction: reactants, conditions, products, and yield The reactants are ClC(c1ccccc1)(c1ccccc1)c1ccccc1, CN(C)C=O, O=C(O)c1cc2c(C=Cc3cccc(F)c3)n[nH]c2cc1F, [H-], [Na+], O. Yields the product O=C(O)c1cc2c(C=Cc3cccc(F)c3)nn(C(c3ccccc3)(c3ccccc3)c3ccccc3)c2cc1F. Reaction SMILES: [C:25]([c:26]1[cH:27][cH:28][cH:29][cH:30][cH:31]1)([c:32]1[cH:33][cH:34][cH:35][cH:36][cH:37]1)([c:38]1[cH:39][cH:40][cH:41][cH:42][cH:43]1)[Cl:44].[CH3:46][N:47]([CH3:48])[CH:49]=[O:50].[F:1][c:2]1[c:3]([C:20](=[O:21])[OH:22])[cH:4][c:5]2[c:6]([CH:11]=[CH:12][c:13]3[cH:14][c:15]([F:19])[cH:16][cH:17][cH:18]3)[n:7][nH:8][c:9]2[cH:10]1.[H-:23].[Na+:24].[OH2:45]>>[F:1][c:2]1[c:3]([C:20](=[O:21])[OH:22])[cH:4][c:5]2[c:6]([CH:11]=[CH:12][c:13]3[cH:14][c:15]([F:19])[cH:16][cH:17][cH:18]3)[n:7][n:8]([C:25]([c:26]3[cH:27][cH:28][cH:29][cH:30][cH:31]3)([c:32]3[cH:33][cH:34][cH:35][cH:36][cH:37]3)[c:38]3[cH:39][cH:40][cH:41][cH:42][cH:43]3)[c:9]2[cH:10]1. The reactants are ClC1=CC(=C(C=C1O)C=1C(N(C(=CN1)C(F)(F)F)C)=O)F (3-(4-chloro-2-fluoro-5-hydroxyphenyl)-1-methyl-6-trifluoromethyl-2-oxo-1,2-dihydropyrazine), ClC1=CC(=C(C=C1O)C=1C(N(C(=CN1)C(F)(F)F)C)=O)F (3-(4-chloro-2-fluoro-5-hydroxyphenyl)-1-methyl-6-trifluoromethyl-2-oxo-1,2-dihydropyrazine), C([O-])([O-])=O.[K+].[K+] (potassium carbonate), C(C#C)Br (propargyl bromide), O (water). Run in CN(C=O)C (N,N-dimethylformamide). Conditions: temperature 50 celsius, time 2 hour. Yields the product ClC1=CC(=C(C=C1OCC#C)C=1C(N(C(=CN1)C(F)(F)F)C)=O)F (3-[4-chloro-2-fluoro-5-(propargyloxy)phenyl]-1-methyl-6-trifluoromethyl-2-oxo-1,2-dihydropyrazine). The yield is 97.1%. As a reaction SMILES: [Cl:1][C:2]1[C:7]([OH:8])=[CH:6][C:5]([C:9]2[C:10](=[O:20])[N:11]([CH3:19])[C:12]([C:15]([F:18])([F:17])[F:16])=[CH:13][N:14]=2)=[C:4]([F:21])[CH:3]=1.C(=O)([O-])[O-].[K+].[K+].[CH2:28](Br)[C:29]#[CH:30].O>CN(C)C=O>[Cl:1][C:2]1[C:7]([O:8][CH2:30][C:29]#[CH:28])=[CH:6][C:5]([C:9]2[C:10](=[O:20])[N:11]([CH3:19])[C:12]([C:15]([F:18])([F:17])[F:16])=[CH:13][N:14]=2)=[C:4]([F:21])[CH:3]=1 |f:1.2.3|. Reported procedure: First, 70 mg of 3-(4-chloro-2-fluoro-5-hydroxyphenyl)-1-methyl-6-trifluoromethyl-2-oxo-1,2-dihydropyrazine (present compound 1-61) was dissolved in 0.25 ml of N,N-dimethylformamide, to which 36 mg of potassium carbonate and 27 mg of propargyl bromide were added, and the mixture was stirred at 50° C. for 2 hours. After completion of the reaction, the reaction mixture was poured into water, followed by extraction with ethyl acetate. The organic layer was washed with saturated sodium chloride solut... Reactants: C(C#C)NC1=C(C=C(C=C1)[N+](=O)[O-])[N+](=O)[O-] (N-(2-propynyl)-2,4-dinitroaniline), [K+].[Br-] (KBr), Ar--NO2, O (water), bronze. The reagents and catalysts are CC(=O)[O-].CC(=O)[O-].[Cu+2].O (Cu(OAc)2.H2O). Run in N1=C(C=CC=C1)CO (pyridine-methanol). Reaction conditions: temperature 50 celsius, time 30 minute. Product: [N+](=O)([O-])C1=C(C=CC(=C1)[N+](=O)[O-])NCC#CC#CCNC1=C(C=C(C=C1)[N+](=O)[O-])[N+](=O)[O-] (N,N'-Bis-(2,4-dinitrophenyl)-2,4-hexadiyn-1,6-diamine). RXN SMILES: [CH2:1]([NH:4][C:5]1[CH:10]=[CH:9][C:8]([N+:11]([O-:13])=[O:12])=[CH:7][C:6]=1[N+:14]([O-:16])=[O:15])[C:2]#[CH:3].[OH2:17].[K+].[Br-]>N1C=CC=CC=1CO.CC([O-])=O.CC([O-])=O.[Cu+2].O>[N+:14]([C:6]1[CH:7]=[C:8]([N+:11]([O-:13])=[O:12])[CH:9]=[CH:10][C:5]=1[NH:4][CH2:1][C:2]#[C:3][C:3]#[C:2][CH2:1][NH:4][C:5]1[CH:10]=[CH:9][C:8]([N+:11]([O-:12])=[O:17])=[CH:7][C:6]=1[N+:14]([O-:16])=[O:15])([O-:16])=[O:15] |f:2.3,5.6.7.8|. Procedure: To a suspension of Cu(OAc)2.H2O (1.5 g) in pyridine-methanol (1:1, 10 ml) was added N-(2-propynyl)-2,4-dinitroaniline (1.00 g, 4.52×10-1 mole). The reaction mixture was stirred at 50° C. for 30 minutes. The mixture was poured into excess water, and filtered. The crude solid was recrystallized from nitromethane to afford pale green crystals. Yield: 0.86 g (86%). The compound failed to melt at 200° C. but changed from green to bronze color at 120° C. It could be recrystallized from dioxane to give... Reactants: CCOC(=O)c1c(C)cc(OCc2ccccc2)cc1O, ClCc1cccc(OCc2ccc3ccccc3n2)c1, Cl, [H-], [Na+], CN(C)C=O. The product is CCOC(=O)c1c(C)cc(OCc2ccccc2)cc1OCc1cccc(OCc2ccc3ccccc3n2)c1. RXN SMILES: [CH2:1]([c:2]1[cH:3][cH:4][cH:5][cH:6][cH:7]1)[O:8][c:9]1[cH:10][c:11]([OH:21])[c:12]([C:13](=[O:14])[O:15][CH2:16][CH3:17])[c:18]([CH3:20])[cH:19]1.[Cl:25][CH2:26][c:27]1[cH:28][c:29]([O:30][CH2:31][c:32]2[n:33][c:34]3[cH:35][cH:36][cH:37][cH:38][c:39]3[cH:40][cH:41]2)[cH:42][cH:43][cH:44]1.[ClH:24].[H-:22].[Na+:23].[O:45]=[CH:46][N:47]([CH3:48])[CH3:49]>>[CH2:1]([c:2]1[cH:3][cH:4][cH:5][cH:6][cH:7]1)[O:8][c:9]1[cH:10][c:11]([O:21][CH2:26][c:27]2[cH:28][c:29]([O:30][CH2:31][c:32]3[n:33][c:34]4[cH:35][cH:36][cH:37][cH:38][c:39]4[cH:40][cH:41]3)[cH:42][cH:43][cH:44]2)[c:12]([C:13](=[O:14])[O:15][CH2:16][CH3:17])[c:18]([CH3:20])[cH:19]1. Reactants: Cl (hydrogen chloride), [N+](=O)([O-])C=1C=C(C=CC1)C=1C2=C(N=CN1)N(C=C2C=O)COCC[Si](C)(C)C (4-(3-nitrophenyl)-7-((2-(trimethylsilyl)ethoxy)methyl)-7H-pyrrolo[2,3-d]pyrimidine-5-carbaldehyde), CC1=CC=C(C=C1)S(=O)(=O)C[N+]#[C-] (tosmic), [OH-].[K+] (potassium hydroxide). The solvent is CO (methanol). Reaction conditions: temperature 25 celsius, time 12 hour. Product: [N+](=O)([O-])C=1C=C(C=CC1)C=1C2=C(N=CN1)N(C=C2C2=CN=CO2)COCC[Si](C)(C)C (5-(4-(3-nitrophenyl)-7-((2-(trimethylsilyl)ethoxy)methyl)-7H-pyrrolo[2,3-d]pyrimidin-5-yl)oxazole). RXN SMILES: [N+:1]([C:4]1[CH:5]=[C:6]([C:10]2[C:11]3[C:18]([CH:19]=[O:20])=[CH:17][N:16]([CH2:21][O:22][CH2:23][CH2:24][Si:25]([CH3:28])([CH3:27])[CH3:26])[C:12]=3[N:13]=[CH:14][N:15]=2)[CH:7]=[CH:8][CH:9]=1)([O-:3])=[O:2].CC1C=CC(S([CH2:39][N+:40]#[C-:41])(=O)=O)=CC=1.[OH-].[K+].Cl>CO>[N+:1]([C:4]1[CH:5]=[C:6]([C:10]2[C:11]3[C:18]([C:19]4[O:20][CH:41]=[N:40][CH:39]=4)=[CH:17][N:16]([CH2:21][O:22][CH2:23][CH2:24][Si:25]([CH3:28])([CH3:27])[CH3:26])[C:12]=3[N:13]=[CH:14][N:15]=2)[CH:7]=[CH:8][CH:9]=1)([O-:3])=[O:2] |f:2.3|. Procedure: To 4-(3-nitrophenyl)-7-((2-(trimethylsilyl)ethoxy)methyl)-7H-pyrrolo[2,3-d]pyrimidine-5-carbaldehyde (135 mg, 0.339 mmol), tosmic (73 mg, 0.37 mmol) and potassium hydroxide (38 mg, 0.68 mmol), was added methanol (10 mL). The resulting solution was stirred for 12 hours at 25° C. and then the pH was adjusted to pH=6 with hydrogen chloride (1M aqueous solution). The reaction was extracted with ethyl acetate (×3) and the combined organic layers were washed with brine, dried over anhydrous sodium sul...